From a dataset of the Open Reaction Database (ORD), a public repository of structured organic reaction records. describe an organic reaction: reactants, conditions, products, and yield Reactants: Cl (Hydrochloric acid), FC1=C(C=CC(=C1)F)C(C(C(=O)OCC)CC1=CC=C(C=C1)C(F)(F)F)=O (ethyl 3-(2,4-difluorophenyl)-3-oxo-2-((4-(trifluoromethyl)phenyl)methyl)propionate), [BH4-].[Na+] (sodium borohydride). Reagents/catalysts: [Cl-].[Zn+2].[Cl-] (zinc chloride). Run in C(C)OCC (diethyl ether), C(C)OCC (diethyl ether). Conditions: time 30 minute. The product is FC1=C(C=CC(=C1)F)C(C(C(=O)OCC)CC1=CC=C(C=C1)C(F)(F)F)O (ethyl (2RS,3RS)-3-(2,4-difluorophenyl)-3-hydroxy-2-((4-(trifluoromethyl)phenyl)methyl)propionate). The yield is 81.8%. RXN SMILES: [BH4-].[Na+].[F:3][C:4]1[CH:9]=[C:8]([F:10])[CH:7]=[CH:6][C:5]=1[C:11](=[O:29])[CH:12]([CH2:18][C:19]1[CH:24]=[CH:23][C:22]([C:25]([F:28])([F:27])[F:26])=[CH:21][CH:20]=1)[C:13]([O:15][CH2:16][CH3:17])=[O:14].Cl>C(OCC)C.[Cl-].[Zn+2].[Cl-]>[F:3][C:4]1[CH:9]=[C:8]([F:10])[CH:7]=[CH:6][C:5]=1[CH:11]([OH:29])[CH:12]([CH2:18][C:19]1[CH:24]=[CH:23][C:22]([C:25]([F:26])([F:27])[F:28])=[CH:21][CH:20]=1)[C:13]([O:15][CH2:16][CH3:17])=[O:14] |f:0.1,5.6.7|. Reported procedure: To a solution of zinc chloride (7.06 g, 51.8 mmol) in *diethyl ether (100 ml) was added sodium borohydride (3.92 g, 103.5 mmol) and the mixture was stirred at room temperature for 30 min. The insoluble material was filtered off. To the filtrate was added a solution of ethyl 3-(2,4-difluorophenyl)-3-oxo-2-((4-(trifluoromethyl)phenyl)methyl)propionate (10 g, 25.9 mmol) in diethyl ether (50 ml) and the mixture was stirred at room temperature for 30 min. 1N Hydrochloric acid as added to the reaction... The reactants are (pyridine-3-sulfonyl)OMEPRAZOLE, CC=1C=NC(=C(C1OC)C)C[S+](C=2NC=3C=CC(=CC3N2)OC)[O-] (OMEPRAZOLE), compound, COC1=CC2=C(N(C(=N2)S(=O)CC2=NC=C(C(=C2C)OC)C)S(=O)(=O)C2=CC=C(OCC(=O)N)C=C2)C=C1 (2-{4-[(5-methoxy-2-{[(3,5-dimethyl-4-methoxy-2-pyridyl)methyl]sulfinyl } benzimidazol-1-yl)sulfonyl]phenoxy} acetamide), COC=1C=CC2=C(N(C(=N2)S(=O)CC2=NC=C(C(=C2C)OC)C)S(=O)(=O)C2=CC=C(OCC(=O)N)C=C2)C1 (2-{4-[(6-methoxy-2-{[(3,5-dimethyl-4-methoxy-2-pyridyl)methyl]sulfinyl} benzimidazol-1-yl)sulfonyl]phenoxy}acetamide). Product: C(N)(=O)COC1=C(OCC(=O)N)C=CC(=C1)S(=O)(=O)N1C(=NC2=C1C=CC=C2)S(=O)(C)C2=NC=CC(=C2C)OCCCOC (2-(2-carbamoylmethoxy-4-{2-[4-(3-methoxypropoxy)-3-methyl pyridin-2-yl methylsulfinyl]benzimidazole-1-sulfonyl}phenoxy)acetamide). As a reaction SMILES: CO[C:3]1[CH:38]=[CH:37][C:6]2[N:7]([S:23]([C:26]3[CH:36]=[CH:35][C:29]([O:30][CH2:31][C:32]([NH2:34])=[O:33])=[CH:28][CH:27]=3)(=[O:25])=[O:24])[C:8]([S:10]([CH2:12]C3C(C)=C(OC)C(C)=CN=3)=[O:11])=[N:9][C:5]=2[CH:4]=1.COC1C=CC2N=C(S(CC3C(C)=C(OC)C(C)=CN=3)=O)N(S(C3C=CC([O:69][CH2:70][C:71]([NH2:73])=[O:72])=CC=3)(=O)=O)C=2C=1.C[C:78]1[CH:79]=[N:80][C:81](C[S+]([O-])C2NC3C=CC(OC)=CC=3N=2)=[C:82]([CH3:86])[C:83]=1[O:84][CH3:85]>>[C:71]([CH2:70][O:69][C:28]1[CH:27]=[C:26]([S:23]([N:7]2[C:6]3[CH:37]=[CH:38][CH:3]=[CH:4][C:5]=3[N:9]=[C:8]2[SH:10]([C:81]2[C:82]([CH3:86])=[C:83]([O:84][CH2:85][CH2:28][CH2:29][O:30][CH3:31])[CH:78]=[CH:79][N:80]=2)([CH3:12])=[O:11])(=[O:24])=[O:25])[CH:36]=[CH:35][C:29]=1[O:30][CH2:31][C:32]([NH2:34])=[O:33])(=[O:72])[NH2:73]. Procedure: Additional experiments, described below, with further compounds of the invention showed good inhibition of gastric acid secretion. For example, when a mixture of 2-{2-carbamoylmethoxy-4-[5-methoxy-2-((4-methoxy-3,5-dimethyl pyridin-2-yl)methanesulfinyl)benzimidazole-1-sulfonyl]phenoxy}acetamide and 2-{2-carbamoylmethoxy-4-[6-methoxy-2-((4-methoxy-3,5-dimethyl pyridin-2-yl)methanesulfinyl)benzimidazole-1-sulfonyl]phenoxy}acetamide (1:1 mixture of isomers) was administrated to male rat, gastric ac... The product is C(C)OC=1C=C(C=C(C1O)[N+](=O)[O-])C1NC(NC(=C1C1=CC=CC=C1)C=1OC=CC1)=O (4-(3-ethoxy-4-hydroxy-5-nitrophenyl)-6-(furan-2-yl)-5-phenyl-3,4-dihydropyrimidin-2(1H)-one). Run in CCO (EtOH), CCOC(=O)C (EtOAc). The yield is 9.0%. Reactants: O1C(=CC=C1)C(CC1=CC=CC=C1)=O (1-(furan-2-yl)-2-phenylethanone), C(C)OC=1C=C(C=O)C=C(C1O)[N+](=O)[O-] (3-ethoxy-4-hydroxy-5-nitrobenzaldehyde), NC(=O)N (urea), Cl (HCl). As a reaction SMILES: [O:1]1[CH:5]=[CH:4][CH:3]=[C:2]1[C:6](=O)[CH2:7][C:8]1[CH:13]=[CH:12][CH:11]=[CH:10][CH:9]=1.[CH2:15]([O:17][C:18]1[CH:19]=[C:20]([CH:23]=[C:24]([N+:27]([O-:29])=[O:28])[C:25]=1[OH:26])[CH:21]=O)[CH3:16].[NH2:30][C:31]([NH2:33])=[O:32].Cl>CCO.CCOC(C)=O>[CH2:15]([O:17][C:18]1[CH:19]=[C:20]([CH:21]2[C:7]([C:8]3[CH:13]=[CH:12][CH:11]=[CH:10][CH:9]=3)=[C:6]([C:2]3[O:1][CH:5]=[CH:4][CH:3]=3)[NH:33][C:31](=[O:32])[NH:30]2)[CH:23]=[C:24]([N+:27]([O-:29])=[O:28])[C:25]=1[OH:26])[CH3:16]. Reported procedure: A mixture of 1-(furan-2-yl)-2-phenylethanone (commercially available) (420 mg, 2.26 mmol), 3-ethoxy-4-hydroxy-5-nitrobenzaldehyde (433 mg, 2.05 mmol), urea (369 mg, 6.15 mmol), concentrated HCl (0.2 mL, 2.05 mmol) in EtOH (5 mL) was refluxed overnight. Followed standard aqueous/EtOAc workup procedure, then purified by preparative HPLC to give Compound 111 (83 mg, yield 9%). 1H NMR (DMSO-d6 400 MHz): δ 10.32 (s, 1H), 8.63 (s, 1H), 7.60 (s, 1H), 7.53 (s, 1H), 7.37 (d, J=1.6 Hz, 1H), 7.21-7.18 (m, ... The reactants are [Cl-].[NH4+] (ammonium chloride), O1CC([C@H]2[C@@H]1OCC2)=O ((3aR, 6aR)-tetrahydrofuro[2,3-b]furan-3(2H)-one), B.[Na] (sodium boron hydride). The solvent is CO (methanol), CO (methanol), CC(C)O (2-propanol). Run at time 1.5 hour. Product: O1C[C@@H]([C@H]2[C@@H]1OCC2)O ((3R,3aS,6aR)-hexahydrofuro[2,3,b]furan-3-ol), O1C[C@@H]([C@H]2[C@@H]1OCC2)O.O1C[C@H]([C@H]2[C@@H]1OCC2)O ((3R,3aS,6aR)-hexahydrofuro[2,3,b]furan-3-ol (3S,3aS,6aR)-hexahydrofuro[2,3,b]furan-3-ol). Reaction SMILES: [O:1]1[C@H:5]2[O:6][CH2:7][CH2:8][C@H:4]2[C:3](=[O:9])[CH2:2]1.B.[Na].[Cl-].[NH4+]>CO.CC(O)C>[O:1]1[C@H:5]2[O:6][CH2:7][CH2:8][C@H:4]2[C@@H:3]([OH:9])[CH2:2]1.[O:1]1[C@H:5]2[O:6][CH2:7][CH2:8][C@H:4]2[C@@H:3]([OH:9])[CH2:2]1.[O:1]1[C@H:5]2[O:6][CH2:7][CH2:8][C@H:4]2[C@H:3]([OH:9])[CH2:2]1 |f:1.2,3.4,8.9,^1:10|. Procedure details: Into a mixed solution of methanol (25 ml) and 2-propanol (25 ml) was suspended (3aR, 6aR)-tetrahydrofuro[2,3-b]furan-3(2H)-one (10 g, 78.1 mmol), and sodium boron hydride (0.89 g, 23.4 mmol) was added divisionally to this at 0° C. and the mixture was stirred for 1.5 hours. After completion of the reaction, methanol (15 ml) and ammonium chloride (1.17 g, 21.9 mmol) were added and the mixture was stirred, then, the solvent was distilled off. To the concentrated residue was added 2-propanol (40 ml)... Starting materials: CN(C(=O)NCc1cccc(F)c1Cl)C(CCCNC(=O)CNC(=O)OC(C)(C)C)COC(=O)Nc1cc2cc(F)ccc2cn1, ClCCl, O=C(O)C(F)(F)F. The product is CN(C(=O)NCc1cccc(F)c1Cl)C(CCCNC(=O)CN)COC(=O)Nc1cc2cc(F)ccc2cn1. Reaction SMILES: [C:1]([O:2][C:3](=[O:4])[NH:8][CH2:9][C:10](=[O:11])[NH:12][CH2:13][CH2:14][CH2:15][CH:16]([CH2:17][O:18][C:19]([NH:20][c:21]1[n:22][cH:23][c:24]2[cH:25][cH:26][c:27]([F:31])[cH:28][c:29]2[cH:30]1)=[O:32])[N:33]([C:34](=[O:35])[NH:36][CH2:37][c:38]1[c:39]([Cl:45])[c:40]([F:44])[cH:41][cH:42][cH:43]1)[CH3:46])([CH3:5])([CH3:6])[CH3:7].[Cl:54][CH2:55][Cl:56].[F:47][C:48]([F:49])([F:50])[C:51]([OH:52])=[O:53]>>[NH2:8][CH2:9][C:10](=[O:11])[NH:12][CH2:13][CH2:14][CH2:15][CH:16]([CH2:17][O:18][C:19]([NH:20][c:21]1[n:22][cH:23][c:24]2[cH:25][cH:26][c:27]([F:31])[cH:28][c:29]2[cH:30]1)=[O:32])[N:33]([C:34](=[O:35])[NH:36][CH2:37][c:38]1[c:39]([Cl:45])[c:40]([F:44])[cH:41][cH:42][cH:43]1)[CH3:46]. Product: O=C1Nc2ccccc2C12CCCCNC2. The reactants are O=C1Nc2ccccc2C1CCCCNCc1ccccc1, CS(C)=O, CO, Cl. Reaction SMILES: [CH2:1]([c:2]1[cH:3][cH:4][cH:5][cH:6][cH:7]1)[NH:8][CH2:9][CH2:10][CH2:11][CH2:12][CH:13]1[C:14](=[O:22])[NH:15][c:16]2[cH:17][cH:18][cH:19][cH:20][c:21]21.[CH3:24][S:25]([CH3:26])=[O:27].[CH3:28][OH:29].[ClH:23]>>[CH2:1]1[NH:8][CH2:9][CH2:10][CH2:11][CH2:12][C:13]12[C:14](=[O:22])[NH:15][c:16]1[cH:17][cH:18][cH:19][cH:20][c:21]12. Starting materials: BrC=1N=C(C(=NC1CC)N[C@H]1[C@H](CC2=CC=CC=C12)O)CC ((1R,2S)-1-[(5-bromo-3,6-diethylpyrazin-2-yl)amino]-2,3-dihydro-1H-inden-2-ol), C(C)C=1C(=NC(=CN1)CC)N[C@@H]1CN(C[C@@H]1OCCF)C(=O)OC (methyl (3R,4S)-3-[(3,6-diethylpyrazin-2-yl)amino]-4-(2-fluoroethoxy)pyrrolidine-1-carboxylate). Yields the product BrC=1N=C(C(=NC1CC)N[C@@H]1CN(C[C@@H]1OCCF)C(=O)OC)CC (methyl (3R,4S)-3-[(5-bromo-3,6-diethylpyrazin-2-yl)amino]-4-(2-fluoroethoxy)pyrrolidine-1-carboxylate). As a reaction SMILES: [Br:1]C1N=C(CC)C(N[C@@H]2C3C(=CC=CC=3)C[C@@H]2O)=NC=1CC.[CH2:23]([C:25]1[C:26]([NH:33][C@H:34]2[C@@H:38]([O:39][CH2:40][CH2:41][F:42])[CH2:37][N:36]([C:43]([O:45][CH3:46])=[O:44])[CH2:35]2)=[N:27][C:28]([CH2:31][CH3:32])=[CH:29][N:30]=1)[CH3:24]>>[Br:1][C:29]1[N:30]=[C:25]([CH2:23][CH3:24])[C:26]([NH:33][C@H:34]2[C@@H:38]([O:39][CH2:40][CH2:41][F:42])[CH2:37][N:36]([C:43]([O:45][CH3:46])=[O:44])[CH2:35]2)=[N:27][C:28]=1[CH2:31][CH3:32]. Procedure details: Following the procedure for the preparation of (1R,2S)-1-[(5-bromo-3,6-diethylpyrazin-2-yl)amino]-2,3-dihydro-1H-inden-2-ol but substituting methyl (3R,4S)-3-[(3,6-diethylpyrazin-2-yl)amino]-4-(2-fluoroethoxy)pyrrolidine-1-carboxylate and making non-critical variations provided the title compound as a oil: 1H NMR (400 MHz, DMSO-d6) δ) 6.12, 4.49, 4.37, 4.21, 3.69-3.39, 2.71-2.55, 1.20-1.12; IR (liq.) 2973 (s), 2957, 2068 (b), 1996, 1705 (s), 1561 (s), 1541 (s), 1481 (s), 1454 (s), 1392 (s), 1191... Reactants: F[B-](F)(F)F.C(C)[O+](CC)CC (triethyloxonium tetrafluoroborate), FC(C1=C(C(=O)N)C=CC=C1)(F)F (o-trifluoromethyl-benzamide), C([O-])([O-])=O.[Na+].[Na+] (sodium carbonate). Run in C(Cl)Cl (methylene chloride). Reaction conditions: time 48 hour. Yields the product FC(C1=C(C(OCC)=N)C=CC=C1)(F)F (ethyl o-trifluoromethyl-benzimidate). As a reaction SMILES: F[B-](F)(F)F.[CH2:6]([O+](CC)CC)[CH3:7].[F:13][C:14]([F:25])([F:24])[C:15]1[CH:23]=[CH:22][CH:21]=[CH:20][C:16]=1[C:17]([NH2:19])=[O:18].C(=O)([O-])[O-].[Na+].[Na+]>C(Cl)Cl>[F:13][C:14]([F:24])([F:25])[C:15]1[CH:23]=[CH:22][CH:21]=[CH:20][C:16]=1[C:17](=[NH:19])[O:18][CH2:6][CH3:7] |f:0.1,3.4.5|. Procedure details: A solution of 39.2 g of triethyloxonium tetrafluoroborate in 325 ml of methylene chloride is treated with 32.5 g of o-trifluoromethyl-benzamide. After stirring at room temperature for 48 hours the reaction mixture is poured on to a mixture of 10% sodium carbonate solution and ice and the resulting mixture is extracted three times with methylene chloride. The combined extracts are then washed twice with 10% sodium carbonate solution, dried over anhydrous sodium sulphate and evaporated under reduc... Reactants: C1(=C(C=CC=C1)P(C1=C(C=CC=C1)C)C1=C(C=CC=C1)C)C (Tri-o-tolylphosphine), O (Water), COC([C@H](NC(=O)OC(C)(C)C)CI)=O (N-t-butoxycarbonyl-3-iodo-D-alanine methyl ester), ClC=1C=C2C=C(C(=NC2=CC1Cl)Br)CP(=O)(OC)OC (6,7-dichloro-3-dimethylphosphonomethyl-2-bromoquinoline). Reagents/catalysts: [Pd](Cl)Cl (palladium chloride), [Cu].[Zn] (zinc-copper couple). Solvent: CC(=O)N(C)C (dimethylacetamide), C1=CC=CC=C1 (benzene), CC(=O)N(C)C (dimethylacetamide), C1=CC=CC=C1 (benzene). Reaction conditions: time 2.75 hour. Product: C(C)(C)(C)OC(=O)N[C@@H](C(=O)OC)CC1=NC2=CC(=C(C=C2C=C1CP(=O)(OC)OC)Cl)Cl (methyl (R)-α-t-butoxycarbonylamino-6,7-dichloro-3-dimethylphosphonomethyl-2-quinolinepropionate). The yield is 63.3%. As a reaction SMILES: [CH3:1][O:2][C:3](=[O:15])[C@@H:4]([CH2:13]I)[NH:5][C:6]([O:8][C:9]([CH3:12])([CH3:11])[CH3:10])=[O:7].C1(C)C=CC=CC=1P(C1C=CC=CC=1C)C1C=CC=CC=1C.[Cl:38][C:39]1[CH:40]=[C:41]2[C:46](=[CH:47][C:48]=1[Cl:49])[N:45]=[C:44](Br)[C:43]([CH2:51][P:52]([O:56][CH3:57])([O:54][CH3:55])=[O:53])=[CH:42]2.O>C1C=CC=CC=1.CC(N(C)C)=O.[Cu].[Zn].[Pd](Cl)Cl>[C:9]([O:8][C:6]([NH:5][C@H:4]([CH2:13][C:44]1[C:43]([CH2:51][P:52]([O:54][CH3:55])([O:56][CH3:57])=[O:53])=[CH:42][C:41]2[C:46](=[CH:47][C:48]([Cl:49])=[C:39]([Cl:38])[CH:40]=2)[N:45]=1)[C:3]([O:2][CH3:1])=[O:15])=[O:7])([CH3:12])([CH3:11])[CH3:10] |f:6.7|. Reported procedure: A solution of N-t-butoxycarbonyl-3-iodo-D-alanine methyl ester (0.66 g, 2 mmol) in dry benzene (3 ml) and dry dimethylacetamide (0.5 ml) was added to a zinc-copper couple (0.31 g). The resulted mixture was sonicated at 40°-45° C. under nitrogen for 2.5-3 h until no starting material remained (as judged by TLC). Tri-o-tolylphosphine (0.06 g, 0.2 mmol) and palladium chloride (0.02 g, 0.1 mmol) were added followed by a solution of 6,7-dichloro-3-dimethylphosphonomethyl-2-bromoquinoline (0.4 g, 1 mm...